This data is from the Open Reaction Database (ORD), a public repository of structured organic reaction records. The task is: describe an organic reaction: reactants, conditions, products, and yield The reactants are C(CC)S(=O)(=O)Cl (1-propanesulfonyl chloride), ClC=1C=C2C(=NC1)NC=C2C2=NC=C(C(=N2)NC2CNCCC2)F (2-(5-chloro-1H-pyrrolo[2,3-b]pyridin-3-yl)-5-fluoro-N-(piperidin-3-yl)pyrimidin-4-amine), 5c, CCN(C(C)C)C(C)C (iPr2NEt). Solvent: C(Cl)Cl.CN(C)C=O (CH2Cl2 DMF). Run at time 5 hour. Yields the product ClC=1C=C2C(=NC1)NC=C2C2=NC=C(C(=N2)N[C@H]2CN(CCC2)S(=O)(=O)CCC)F ((R)-2-(5-chloro-1H-pyrrolo[2,3-b]pyridin-3-yl)-5-fluoro-N-(1-(propylsulfonyl)piperidin-3-yl)pyrimidin-4-amine). As a reaction SMILES: [Cl:1][C:2]1[CH:3]=[C:4]2[C:10]([C:11]3[N:16]=[C:15]([NH:17][CH:18]4[CH2:23][CH2:22][CH2:21][NH:20][CH2:19]4)[C:14]([F:24])=[CH:13][N:12]=3)=[CH:9][NH:8][C:5]2=[N:6][CH:7]=1.CCN(C(C)C)C(C)C.[CH2:34]([S:37](Cl)(=[O:39])=[O:38])[CH2:35][CH3:36]>C(Cl)Cl.CN(C=O)C>[Cl:1][C:2]1[CH:3]=[C:4]2[C:10]([C:11]3[N:16]=[C:15]([NH:17][C@@H:18]4[CH2:23][CH2:22][CH2:21][N:20]([S:37]([CH2:34][CH2:35][CH3:36])(=[O:39])=[O:38])[CH2:19]4)[C:14]([F:24])=[CH:13][N:12]=3)=[CH:9][NH:8][C:5]2=[N:6][CH:7]=1 |f:3.4|. Procedure details: To a solution of 2-(5-chloro-1H-pyrrolo[2,3-b]pyridin-3-yl)-5-fluoro-N-(piperidin-3-yl)pyrimidin-4-amine, 5c, (0.40 g, 1.15 mmol) in 10:1 mixture of CH2Cl2/DMF (8 mL) was added iPr2NEt (0.60 mL, 3.46 mmol) followed by 1-propanesulfonyl chloride (0.13 mL, 1.15 mmol). The reaction mixture was stirred at room temperature for 5 hours. The resulting residue was purified by preparatory HPLC (0.1% TFA-H2O/acetonitrile) to afford the desired product, 316. Starting materials: C1(CCCCC1)CCC[C@H](CC(=O)OC(C)(C)C)C1=NC(=NO1)COCC(=O)OCC (tert-butyl (3R)-6-cyclohexyl-3-{3-[(2-ethoxy-2-oxoethoxy)methyl]-1,2,4-oxadiazol-5-yl}hexanoate), FC(C(=O)O)(F)F (trifluoroacetic acid). The solvent is ClCCl (dichloromethane). Run at time 5 hour. The product is C1(CCCCC1)CCC[C@H](CC(=O)O)C1=NC(=NO1)COCC(=O)OCC ((3R)-6-Cyclohexyl-3-{3-[(2-ethoxy-2-oxoethoxy)methyl]-1,2,4-oxadiazol-5-yl}hexanoic Acid). The yield is 90.5%. RXN SMILES: [CH:1]1([CH2:7][CH2:8][CH2:9][C@@H:10]([C:19]2[O:23][N:22]=[C:21]([CH2:24][O:25][CH2:26][C:27]([O:29][CH2:30][CH3:31])=[O:28])[N:20]=2)[CH2:11][C:12]([O:14]C(C)(C)C)=[O:13])[CH2:6][CH2:5][CH2:4][CH2:3][CH2:2]1.FC(F)(F)C(O)=O>ClCCl>[CH:1]1([CH2:7][CH2:8][CH2:9][C@@H:10]([C:19]2[O:23][N:22]=[C:21]([CH2:24][O:25][CH2:26][C:27]([O:29][CH2:30][CH3:31])=[O:28])[N:20]=2)[CH2:11][C:12]([OH:14])=[O:13])[CH2:6][CH2:5][CH2:4][CH2:3][CH2:2]1. Procedure details: A solution of tert-butyl (3R)-6-cyclohexyl-3-{3-[(2-ethoxy-2-oxoethoxy)methyl]-1,2,4-oxadiazol-5-yl}hexanoate (Preparation 86) (500 mg, 1.08 mmol) in dichloromethane (7 ml) was treated with trifluoroacetic acid (3 ml) and stirred at room temperature for 5 hours. The solvent was removed under reduced pressure and the residue azeotroped from toluene and dichloromethane. The oil was purified by column chromatography on silica gel eluting with a gradient system of 100:0:0 (dichloromethane:methanol:a... Starting materials: ClC1=CC=C(C(=O)Cl)C=C1 (4-chlorobenzoyl chloride), ClC1=CC=C(C(=O)Cl)C=C1 (4-chlorobenzoyl chloride), FC1=C(C=CC=C1)C1=NC(C(NC2=C1C=CC=C2)=O)O (1,3-dihydro-5-(2-fluorophenyl)-3-hydroxy-2H-1,4-benzodiazepin-2-one). Reagents/catalysts: CN(C1=CC=NC=C1)C (4-dimethylaminopyridine), CN(C1=CC=NC=C1)C (4-Dimethylaminopyridine). The solvent is C(Cl)Cl (methylene chloride), C(Cl)Cl (methylene chloride). Conditions: time 8 hour. The product is ClC1=CC=C(C=C1)C(=O)N1C(C(N=C(C2=C1C=CC=C2)C2=C(C=CC=C2)F)OC(=O)C2=CC=C(C=C2)Cl)=O (1-(4-Chlorophenyl)carbonyl-1,3-dihydro-5-(2-fluorophenyl)-3(RS)-(4-chlorophenyl)carbonyloxy-2H-1,4-benzodiazepin-2-one). Yield: 90.2%. Reaction SMILES: [F:1][C:2]1[CH:7]=[CH:6][CH:5]=[CH:4][C:3]=1[C:8]1[C:14]2[CH:15]=[CH:16][CH:17]=[CH:18][C:13]=2[NH:12][C:11](=[O:19])[CH:10]([OH:20])[N:9]=1.[Cl:21][C:22]1[CH:30]=[CH:29][C:25]([C:26](Cl)=[O:27])=[CH:24][CH:23]=1>C(Cl)Cl.CN(C)C1C=CN=CC=1>[Cl:21][C:22]1[CH:30]=[CH:29][C:25]([C:26]([N:12]2[C:13]3[CH:18]=[CH:17][CH:16]=[CH:15][C:14]=3[C:8]([C:3]3[CH:4]=[CH:5][CH:6]=[CH:7][C:2]=3[F:1])=[N:9][CH:10]([O:20][C:26]([C:25]3[CH:29]=[CH:30][C:22]([Cl:21])=[CH:23][CH:24]=3)=[O:27])[C:11]2=[O:19])=[O:27])=[CH:24][CH:23]=1. Reported procedure: A suspension of 1,3-dihydro-5-(2-fluorophenyl)-3-hydroxy-2H-1,4-benzodiazepin-2-one (610 mg, 2.25 mmole) in 25 ml of methylene chloride was treated with 4-chlorobenzoyl chloride (0.314 ml, 2.48 mmole) at room temperature. 4-Dimethylaminopyridine (303 mg, 2.48 mmole) was added and within minutes the reaction mixture became homogeneous. The reaction mixture was protected from moisture and stirred at room temperature overnight. An additional equivalent each of 4-chlorobenzoyl chloride and 4-dimethy... Reactants: C(C1=CC=CC=C1)SC(NCC(=C)Cl)=S ((2-chloro-allyl)-dithiocarbamic acid benzyl ester), S(Cl)Cl (sulfur chloride), ice, C(O)([O-])=O.[Na+] (sodium hydrogen carbonate). Solvent: ClCCl (dichloromethane), ClCCl (dichloromethane). Reaction conditions: time 2 hour. The product is C(C1=CC=CC=C1)SC=1SC(=CN1)CCl (2-Benzylsulfanyl-5-chloromethyl-thiazole). RXN SMILES: [CH2:1]([S:8][C:9](=[S:15])[NH:10][CH2:11][C:12](Cl)=[CH2:13])[C:2]1[CH:7]=[CH:6][CH:5]=[CH:4][CH:3]=1.C(=O)([O-])O.[Na+].S(Cl)[Cl:22]>ClCCl>[CH2:1]([S:8][C:9]1[S:15][C:12]([CH2:13][Cl:22])=[CH:11][N:10]=1)[C:2]1[CH:7]=[CH:6][CH:5]=[CH:4][CH:3]=1 |f:1.2|. Reported procedure: 5.0 g of (2-chloro-allyl)-dithiocarbamic acid benzyl ester and 4.1 g of sodium hydrogen carbonate are placed in 100 ml of dichloromethane and cooled in an ice bath. In the course of 3 minutes, a solution of 3.2 g of sulfur chloride in 10 ml of dichloromethane is added, and when the addition is complete the ice bath is removed. The mixture is stirred at room temperature for 2 hours and filtered off with suction, and the filtrate is concentrated by evaporation. The residue crystallises after the a... The reactants are CO, CC(C)N=NC1(Cl)CCCCC1, [N-]=[N+]=[N-], [Na+], O. Yields the product CC(C)N=NC1(N=[N+]=[N-])CCCCC1. RXN SMILES: [CH3:5][OH:6].[CH:7]([CH3:8])([CH3:9])[N:10]=[N:11][C:12]1([Cl:18])[CH2:13][CH2:14][CH2:15][CH2:16][CH2:17]1.[N-:2]=[N+:3]=[N-:4].[Na+:1].[OH2:19]>>[N:2](=[N+:3]=[N-:4])[C:12]1([N:11]=[N:10][CH:7]([CH3:8])[CH3:9])[CH2:13][CH2:14][CH2:15][CH2:16][CH2:17]1. The reactants are BrC1=C(N)C=C(C(=C1)OC)Cl (2-bromo-5-chloro-4-methoxy aniline), [O-]C#N.[K+] (potassium cyanate), [OH-].[Na+] (NaOH). Solvent: C(C)(=O)O (acetic acid), O (water). Conditions: time 2 hour. Product: BrC1=C(C=C(C(=C1)OC)Cl)NC(=O)N ((2-Bromo-5-chloro-4-methoxy-phenyl)-urea). Isolated yield 29.0%. RXN SMILES: [Br:1][C:2]1[CH:8]=[C:7]([O:9][CH3:10])[C:6]([Cl:11])=[CH:5][C:3]=1[NH2:4].[O-:12][C:13]#[N:14].[K+].[OH-].[Na+]>C(O)(=O)C.O>[Br:1][C:2]1[CH:8]=[C:7]([O:9][CH3:10])[C:6]([Cl:11])=[CH:5][C:3]=1[NH:4][C:13]([NH2:14])=[O:12] |f:1.2,3.4|. Reported procedure: To a solution of 2.0 g (8.5 mmol) 2-bromo-5-chloro-4-methoxy aniline in 20 ml acetic acid and 20 ml water was added in small portions 1.37 g (17 mmol) potassium cyanate. The mixture was stirred at r.t. for 2 hours, neutralized with 2N NaOH and the product was extracted into ethyl acetate. Removal of the solvent and crystallization with ether gave 0.69 g (29%) of the desired urea. Reactants: COc1cc2ncnc(Oc3ccc(N)cc3)c2cc1OC, Cc1ccccc1, O=C=Nc1ccccc1F. The product is COc1cc2ncnc(Oc3ccc(NC(=O)Nc4ccccc4F)cc3)c2cc1OC. Reaction SMILES: [CH3:1][O:2][c:3]1[cH:4][c:5]2[c:6]([O:15][c:16]3[cH:17][cH:18][c:19]([NH2:22])[cH:20][cH:21]3)[n:7][cH:8][n:9][c:10]2[cH:11][c:12]1[O:13][CH3:14].[CH3:33][c:34]1[cH:35][cH:36][cH:37][cH:38][cH:39]1.[F:23][c:24]1[c:25]([N:30]=[C:31]=[O:32])[cH:26][cH:27][cH:28][cH:29]1>>[CH3:1][O:2][c:3]1[cH:4][c:5]2[c:6]([O:15][c:16]3[cH:17][cH:18][c:19]([NH:22][C:31]([NH:30][c:25]4[c:24]([F:23])[cH:29][cH:28][cH:27][cH:26]4)=[O:32])[cH:20][cH:21]3)[n:7][cH:8][n:9][c:10]2[cH:11][c:12]1[O:13][CH3:14]. Reactants: Cl.OCC(=O)O (2-hydroxyacetic acid hydrochloride), C(C1=CC=CC=C1)[C@@H]1C[C@H](NC1)C(=O)NC1=CC=C(C=C1)OC1=CC=C(C=C1)F ((2S,4R)-4-benzyl-N-(4-(4-fluorophenoxy)phenyl)pyrrolidine-2-carboxamide). The product is Compound 120, C(C1=CC=CC=C1)[C@@H]1C[C@H](N(C1)C(CO)=O)C(=O)NC1=CC=C(C=C1)OC1=CC=C(C=C1)F ((2S,4R)-4-benzyl-N-(4-(4-fluorophenoxy)phenyl)-1-(2-hydroxyacetyl)pyrrolidine-2-carboxamide). Isolated yield 33.8%. As a reaction SMILES: Cl.[OH:2][CH2:3][C:4]([OH:6])=O.[CH2:7]([C@H:14]1[CH2:18][NH:17][C@H:16]([C:19]([NH:21][C:22]2[CH:27]=[CH:26][C:25]([O:28][C:29]3[CH:34]=[CH:33][C:32]([F:35])=[CH:31][CH:30]=3)=[CH:24][CH:23]=2)=[O:20])[CH2:15]1)[C:8]1[CH:13]=[CH:12][CH:11]=[CH:10][CH:9]=1>>[CH2:7]([C@H:14]1[CH2:18][N:17]([C:4](=[O:6])[CH2:3][OH:2])[C@H:16]([C:19]([NH:21][C:22]2[CH:27]=[CH:26][C:25]([O:28][C:29]3[CH:30]=[CH:31][C:32]([F:35])=[CH:33][CH:34]=3)=[CH:24][CH:23]=2)=[O:20])[CH2:15]1)[C:8]1[CH:9]=[CH:10][CH:11]=[CH:12][CH:13]=1 |f:0.1|. Procedure details: Proceeding as in Example 1, but substituting 2-hydroxyacetic acid hydrochloride and (2S,4R)-4-benzyl-N-(4-(4-fluorophenoxy)phenyl)pyrrolidine-2-carboxamide, gave Compound 120, (2S,4R)-4-benzyl-N-(4-(4-fluorophenoxy)phenyl)-1-(2-hydroxyacetyl)pyrrolidine-2-carboxamide (9.1 mg, 33.8%); Major isomer: 1H-NMR (400 MHz, DMSO-D6): σ 9.97 (s, 1H), 7.55-7.59 (m, 2H), 7.28-7.32 (m, 2H), 7.17-7.23 (m, 5H), 6.94-7.02 (m, 4H), 4.50-4.52 (m, 1H), 4.02 (s, 2H), 3.50-3.59 (m, 1H), 3.15 (m, 1H), 2.63-2.73 (m, 3H...